This data is from the Open Reaction Database (ORD), a public repository of structured organic reaction records. The task is: describe an organic reaction: reactants, conditions, products, and yield Starting materials: C(C1=CC=CC=C1)(C1=CC=CC=C1)(C1=CC=CC=C1)SCCOCCOCCOCCOS(=O)(=O)C (methanesulfonic acid 2-{2-[2-(2-tritylsulfanyl-ethoxy)-ethoxy]-ethoxy}-ethyl ester), [F-].C(CCC)[N+](CCCC)(CCCC)CCCC (tetrabutylammonium fluoride). Yields the product FCCOCCOCCOCCSC(C1=CC=CC=C1)(C1=CC=CC=C1)C1=CC=CC=C1 ((2-{2-[2-(2-Fluoro-ethoxy)-ethoxy]-ethoxy}ethyl)-trityl sulfide). The yield is 71.0%. RXN SMILES: [C:1]([S:20][CH2:21][CH2:22][O:23][CH2:24][CH2:25][O:26][CH2:27][CH2:28][O:29][CH2:30][CH2:31]OS(C)(=O)=O)([C:14]1[CH:19]=[CH:18][CH:17]=[CH:16][CH:15]=1)([C:8]1[CH:13]=[CH:12][CH:11]=[CH:10][CH:9]=1)[C:2]1[CH:7]=[CH:6][CH:5]=[CH:4][CH:3]=1.[F-:37].C([N+](CCCC)(CCCC)CCCC)CCC>>[F:37][CH2:31][CH2:30][O:29][CH2:28][CH2:27][O:26][CH2:25][CH2:24][O:23][CH2:22][CH2:21][S:20][C:1]([C:14]1[CH:19]=[CH:18][CH:17]=[CH:16][CH:15]=1)([C:8]1[CH:13]=[CH:12][CH:11]=[CH:10][CH:9]=1)[C:2]1[CH:7]=[CH:6][CH:5]=[CH:4][CH:3]=1 |f:1.2|. Procedure details: A stirring solution of methanesulfonic acid 2-{2-[2-(2-tritylsulfanyl-ethoxy)-ethoxy]-ethoxy}-ethyl ester (71.67 mg, 0.14 mmol) and tetrabutylammonium fluoride (1.1 M in THF, 127 μl, 0.14 mmol) was heated at 90° C. for 30 minutes. The mixture was cooled to ambient temperature and evaporated to dryness. Purification of product was by flash chromatography using ethyl acetate/hexane, (1:1) to give the product (71%) as a colourless oil. The reactants are C(CCC)[Li] (n-butyl lithium), S(O)(O)(=O)=O (sulfuric acid), COC(C1=C(SC=C1)C(C1=CC(=C(C=C1)OC)OC)OC)OC (3-dimethoxymethyl-2-(α-methoxy-3,4-dimethoxybenzyl)thiophene), CN(C=O)C (N,N-dimethylformamide). The solvent is CCCCCC (hexane), O1CCCC1 (tetrahydrofuran). Reaction conditions: temperature -30 celsius, time 30 minute. Yields the product COC(C1=CC(=C(C=C1)OC)OC)C=1SC(=CC1C=O)C=O (2-(α-methoxy-3,4-dimethoxybenzyl)thiophen-3,5-dicarbaldehyde). Reaction SMILES: CO[CH:3]([O:22]C)[C:4]1[CH:8]=[CH:7][S:6][C:5]=1[CH:9]([O:20][CH3:21])[C:10]1[CH:15]=[CH:14][C:13]([O:16][CH3:17])=[C:12]([O:18][CH3:19])[CH:11]=1.C([Li])CCC.CN(C)[CH:31]=[O:32].S(=O)(=O)(O)O>O1CCCC1.CCCCCC>[CH3:21][O:20][CH:9]([C:5]1[S:6][C:7]([CH:31]=[O:32])=[CH:8][C:4]=1[CH:3]=[O:22])[C:10]1[CH:15]=[CH:14][C:13]([O:16][CH3:17])=[C:12]([O:18][CH3:19])[CH:11]=1. Reported procedure: 16.9 g of 3-dimethoxymethyl-2-(α-methoxy-3,4-dimethoxybenzyl)thiophene are dissolved in 200 ml of tetrahydrofuran. 37.5 ml of 1.6M n-butyl lithium in hexane are added dropwise thereto at -78° C., and the reaction mixture is warmed up to -30° C. gradually. After the mixture is chilled at -78° C., 4.3 ml of N,N-dimethylformamide are added thereto. The mixture is stirred for 30 minutes. The reaction mixture is warmed up to ambient temperature. The mixture is acidified with diluted sulfuric acid, st... Reactants: O (water), C([O-])([O-])=O (carbonate), N1=CNC2=C1C=CC=C2 (benzimidazole), ClC1=NC(=NC(=N1)Cl)N1CCOCC1 (2,4-dichloro-6-morpholino-1,3,5-triazine). The solvent is CN(C)C=O (DMF). Conditions: temperature -5 celsius, time 30 minute. The product is N1(C=NC2=C1C=CC=C2)C2=NC(=NC(=N2)Cl)N2CCOCC2 (2-(benzimidazol-1-yl)-4-chloro-6-morpholino-1,3,5-triazine). Yield: 65.7%. Reaction SMILES: Cl[C:2]1[N:7]=[C:6]([Cl:8])[N:5]=[C:4]([N:9]2[CH2:14][CH2:13][O:12][CH2:11][CH2:10]2)[N:3]=1.C(=O)([O-])[O-].[N:19]1[C:23]2[CH:24]=[CH:25][CH:26]=[CH:27][C:22]=2[NH:21][CH:20]=1.O>CN(C=O)C>[N:19]1([C:2]2[N:7]=[C:6]([Cl:8])[N:5]=[C:4]([N:9]3[CH2:14][CH2:13][O:12][CH2:11][CH2:10]3)[N:3]=2)[C:23]2[CH:24]=[CH:25][CH:26]=[CH:27][C:22]=2[N:21]=[CH:20]1. Reported procedure: The obtained 2,4-dichloro-6-morpholino-1,3,5-triazine (6.0 g, 25mmol) dissolved in DMF (100 ml) was cooled to −5° C., added with anhydrous pottasium carbonate (5 g, 36 mmol) and benzimidazole (3.0 g, 35 mmol), stirred for 30 minutes and further stirred at room temperature for 15 hours. The reaction mixture was added with water (500 ml). The precipitated crystals were collected by filtration, washed with trace amount of acetone and dried to obtain 5.2 g (yield: 64%) of 2-(benzimidazol-1-yl)-4-chl... The reactants are solution, C1(CC1)[Mg]Br (cyclopropylmagnesium bromide), BrC=1C=C2C(=CC1)N(CC21CCN(CC1)C(=O)OC(C)(C)C)C=1C2=C(N=CN1)CC[C@H]2C ((R)-tert-butyl 5-bromo-1-(5-methyl-6,7-dihydro-5H-cyclopenta[d]pyrimidin-4-yl)spiro[indoline-3,4′-piperidine]-1′-carboxylate). The reagents and catalysts are [Zn+2].[Br-].[Br-] (ZnBr2), C=1C=CC(=CC1)[P](C=2C=CC=CC2)(C=3C=CC=CC3)[Pd]([P](C=4C=CC=CC4)(C=5C=CC=CC5)C=6C=CC=CC6)([P](C=7C=CC=CC7)(C=8C=CC=CC8)C=9C=CC=CC9)[P](C=1C=CC=CC1)(C=1C=CC=CC1)C=1C=CC=CC1 (Pd(PPh3)4). Solvent: C1CCOC1 (THF), C1CCOC1 (THF), C1CCOC1 (THF), CCOC(=O)C (EtOAc). Reaction conditions: temperature -78 celsius, time 30 minute. Product: C1(CC1)C=1C=C2C(=CC1)N(CC21CCN(CC1)C(=O)OC(C)(C)C)C=1C2=C(N=CN1)CC[C@H]2C ((R)-tert-butyl 5-cyclopropyl-1-(5-methyl-6,7-dihydro-5H-cyclopenta[d]pyrimidin-4-yl)spiro[indoline-3,4′-piperidine]-1′-carboxylate). The yield is 57.0%. RXN SMILES: [CH:1]1([Mg]Br)[CH2:3][CH2:2]1.Br[C:7]1[CH:8]=[C:9]2[C:15]3([CH2:20][CH2:19][N:18]([C:21]([O:23][C:24]([CH3:27])([CH3:26])[CH3:25])=[O:22])[CH2:17][CH2:16]3)[CH2:14][N:13]([C:28]3[C:29]4[C@H:36]([CH3:37])[CH2:35][CH2:34][C:30]=4[N:31]=[CH:32][N:33]=3)[C:10]2=[CH:11][CH:12]=1>C1COCC1.CCOC(C)=O.[Zn+2].[Br-].[Br-].C1C=CC([P]([Pd]([P](C2C=CC=CC=2)(C2C=CC=CC=2)C2C=CC=CC=2)([P](C2C=CC=CC=2)(C2C=CC=CC=2)C2C=CC=CC=2)[P](C2C=CC=CC=2)(C2C=CC=CC=2)C2C=CC=CC=2)(C2C=CC=CC=2)C2C=CC=CC=2)=CC=1>[CH:1]1([C:7]2[CH:8]=[C:9]3[C:15]4([CH2:20][CH2:19][N:18]([C:21]([O:23][C:24]([CH3:25])([CH3:26])[CH3:27])=[O:22])[CH2:17][CH2:16]4)[CH2:14][N:13]([C:28]4[C:29]5[C@H:36]([CH3:37])[CH2:35][CH2:34][C:30]=5[N:31]=[CH:32][N:33]=4)[C:10]3=[CH:11][CH:12]=2)[CH2:3][CH2:2]1 |f:4.5.6,^1:55,57,76,95|. Reported procedure: To a stirred suspension of ZnBr2 (41 mg, 0.18 mmol) in THF (0.5 mL) was added dropwise a 0.5 M solution of cyclopropylmagnesium bromide in THF (0.36 mL, 0.18 mmol) at about −78° C. under nitrogen. After being stirred at about −78° C. for about 30 min, the resulting solution was allowed to warm to about 0° C. A solution of (R)-tert-butyl 5-bromo-1-(5-methyl-6,7-dihydro-5H-cyclopenta[d]pyrimidin-4-yl)spiro[indoline-3,4′-piperidine]-1′-carboxylate (38 mg, 0.076 mmol) and Pd(PPh3)4 (4.4 mg, 0.0038 m... The reactants are CO, CCO, CC(C)n1ncnc1-c1cn2c(n1)-c1ccc(-c3cn(C4CCCCO4)c(CC(C)(C)O)n3)cc1OCC2, Cl. Yields the product CC(C)n1ncnc1-c1cn2c(n1)-c1ccc(-c3cnc(CC(C)(C)O)[nH]3)cc1OCC2. Reaction SMILES: [CH3:40][OH:41].[CH3:42][CH2:43][OH:44].[CH:1]([CH3:2])([CH3:3])[n:4]1[n:5][cH:6][n:7][c:8]1-[c:9]1[cH:10][n:11]2[c:17]([n:18]1)-[c:16]1[c:15]([cH:22][c:21](-[c:23]3[n:24][c:25]([CH2:34][C:35]([CH3:36])([OH:37])[CH3:38])[n:26]([CH:28]4[CH2:29][CH2:30][CH2:31][CH2:32][O:33]4)[cH:27]3)[cH:20][cH:19]1)[O:14][CH2:13][CH2:12]2.[ClH:39]>>[CH:1]([CH3:2])([CH3:3])[n:4]1[n:5][cH:6][n:7][c:8]1-[c:9]1[cH:10][n:11]2[c:17]([n:18]1)-[c:16]1[c:15]([cH:22][c:21](-[c:23]3[nH:24][c:25]([CH2:34][C:35]([CH3:36])([OH:37])[CH3:38])[n:26][cH:27]3)[cH:20][cH:19]1)[O:14][CH2:13][CH2:12]2.